From a dataset of the Open Reaction Database (ORD), a public repository of structured organic reaction records. describe an organic reaction: reactants, conditions, products, and yield Starting materials: C1(CCCC1)C=C(C=1C=NC(=CC1)OCC)C1=CC=2C(=NC=CC2)N1 (2-[2-cyclopentyl-1-(6-ethoxy-pyridin-3-yl)-vinyl]-1H-pyrrolo[2,3-b]pyridine). The reagents and catalysts are [Pd] (palladium on activated carbon). Run in CO (methanol). Reaction conditions: temperature 50 celsius. Product: C1(CCCC1)CC(C=1C=NC(=CC1)OCC)C1=CC=2C(=NC=CC2)N1 (2-[2-cyclopentyl-1-(6-ethoxy-pyridin-3-yl)-ethyl]-1H-pyrrolo[2,3-b]pyridine). Isolated yield 54.7%. As a reaction SMILES: [CH:1]1([CH:6]=[C:7]([C:17]2[NH:25][C:20]3=[N:21][CH:22]=[CH:23][CH:24]=[C:19]3[CH:18]=2)[C:8]2[CH:9]=[N:10][C:11]([O:14][CH2:15][CH3:16])=[CH:12][CH:13]=2)[CH2:5][CH2:4][CH2:3][CH2:2]1>[Pd].CO>[CH:1]1([CH2:6][CH:7]([C:17]2[NH:25][C:20]3=[N:21][CH:22]=[CH:23][CH:24]=[C:19]3[CH:18]=2)[C:8]2[CH:9]=[N:10][C:11]([O:14][CH2:15][CH3:16])=[CH:12][CH:13]=2)[CH2:5][CH2:4][CH2:3][CH2:2]1. Procedure details: A mixture containing 2-[2-cyclopentyl-1-(6-ethoxy-pyridin-3-yl)-vinyl]-1H-pyrrolo[2,3-b]pyridine (60 mg, 0.18 mmol) and 10% palladium on activated carbon (60 mg) in methanol (20 mL) was heated at 50° C. under hydrogen (5 atm) for 5 h. After cooling to room temperature, the catalyst was removed by filtration and washed with ethyl acetate. The filtrate was concentrated in vacuo and purified using a Waters automated flash system (column: Xterra 30 mm×100 mm, sample manager 2767, pump 2525, detector... Reaction conditions: temperature 125 celsius. As a reaction SMILES: [CH3:1][C:2]1([CH3:15])[C:6]2[CH:7]=[N:8][C:9]([CH3:11])=[CH:10][C:5]=2[N:4]([C:12]([OH:14])=[O:13])[CH2:3]1.C([O:19][C:20](=[O:22])[CH3:21])(=O)C>>[C:2]([O:13][C:12]([N:4]1[C:5]2[CH:10]=[C:9]([CH2:11][O:19][C:20](=[O:22])[CH3:21])[N:8]=[CH:7][C:6]=2[C:2]([CH3:15])([CH3:1])[CH2:3]1)=[O:14])([CH3:6])([CH3:3])[CH3:1]. The reactants are CC1(CN(C2=C1C=NC(=C2)C)C(=O)O)C (3,3,6-Trimethyl-2,3-dihydro-pyrrolo[3,2-c]pyridine-1-carboxylic acid), 5-oxide, tert-butyl ester, C(C)(=O)OC(C)=O (acetic anhydride). Yields the product C(C)(C)(C)OC(=O)N1CC(C=2C=NC(=CC21)COC(C)=O)(C)C (6-Acetoxymethyl-3,3-dimethyl-2,3-dihydro-pyrrolo[3,2-c]pyridine-1-carboxylic acid tert-butyl ester). Isolated yield 65.0%. Procedure details: 3,3,6-Trimethyl-2,3-dihydro-pyrrolo[3,2-c]pyridine-1-carboxylic acid, 5-oxide, tert-butyl ester (0.375 g, 1.34 mmol) was dissolved in acetic anhydride (1.68 mL) and heated to 125° C. for 1 h. The reaction was cooled to ambient temperature and concentrated in vacuo. Chromatography (SiO2, gradient elution, 0-100%, EtOAc/petrol), gave the title compound (0.280 mg, 65%) as a yellow oil. MS: [M+H]+=321.